Dataset: the Open Reaction Database (ORD), a public repository of structured organic reaction records. Task: describe an organic reaction: reactants, conditions, products, and yield The reactants are COc1ccc(Br)cc1NS(=O)(=O)c1ccc(-c2cccs2)cc1, CC1CNCC(C)N1C, CC(C)(C)[O-], CN(C)c1ccccc1-c1ccccc1P(C1CCCCC1)C1CCCCC1, [Na+], O=C(C=Cc1ccccc1)C=Cc1ccccc1, C1COCCO1, O=C(C=Cc1ccccc1)C=Cc1ccccc1, O=C(C=Cc1ccccc1)C=Cc1ccccc1, [Pd], [Pd]. Product: COc1ccc(N2CC(C)N(C)C(C)C2)cc1NS(=O)(=O)c1ccc(-c2cccs2)cc1. RXN SMILES: [Br:1][c:2]1[cH:3][cH:4][c:5]([O:23][CH3:24])[c:6]([NH:8][S:9](=[O:10])(=[O:11])[c:12]2[cH:13][cH:14][c:15](-[c:18]3[s:19][cH:20][cH:21][cH:22]3)[cH:16][cH:17]2)[cH:7]1.[CH3:25][N:26]1[CH:27]([CH3:33])[CH2:28][NH:29][CH2:30][CH:31]1[CH3:32].[CH3:34][C:35]([CH3:36])([O-:37])[CH3:38].[CH:40]1([P:41]([CH:42]2[CH2:43][CH2:44][CH2:45][CH2:46][CH2:47]2)[c:48]2[cH:49][cH:50][cH:51][cH:52][c:53]2-[c:54]2[cH:55][cH:56][cH:57][cH:58][c:59]2[N:60]([CH3:61])[CH3:62])[CH2:63][CH2:64][CH2:65][CH2:66][CH2:67]1.[Na+:39].[O:112]=[C:113]([CH:114]=[CH:115][c:116]1[cH:117][cH:118][cH:119][cH:120][cH:121]1)[CH:122]=[CH:123][c:124]1[cH:125][cH:126][cH:127][cH:128][cH:129]1.[O:68]1[CH2:69][CH2:70][O:71][CH2:72][CH2:73]1.[O:76]=[C:77]([CH:78]=[CH:79][c:80]1[cH:81][cH:82][cH:83][cH:84][cH:85]1)[CH:86]=[CH:87][c:88]1[cH:89][cH:90][cH:91][cH:92][cH:93]1.[O:94]=[C:95]([CH:96]=[CH:97][c:98]1[cH:99][cH:100][cH:101][cH:102][cH:103]1)[CH:104]=[CH:105][c:106]1[cH:107][cH:108][cH:109][cH:110][cH:111]1.[Pd:74].[Pd:75]>>[c:2]1([N:29]2[CH2:28][CH:27]([CH3:33])[N:26]([CH3:25])[CH:31]([CH3:32])[CH2:30]2)[cH:3][cH:4][c:5]([O:23][CH3:24])[c:6]([NH:8][S:9](=[O:10])(=[O:11])[c:12]2[cH:13][cH:14][c:15](-[c:18]3[s:19][cH:20][cH:21][cH:22]3)[cH:16][cH:17]2)[cH:7]1. Reactants: CCOC(=O)C (EtOAc), CC12C(OC(CC1)(C2(C)C)C(=O)OC[C@@H]2[C@@]([C@@H]2COC)(C2=CC(=CC(=C2)C(C)C)C(C)C)C)=O ((1S, 2R, 3R)-3-Methoxymethyl-2-methyl-2-(3,5-diisopropyl-phenyl)-cyclopropylmethyl 4,7,7-trimethyl-3-oxo-2-oxa-bicyclo[2.2.1]heptane-1-carboxylate), COCC1C([C@H]1CO)(C1=CC(=CC(=C1)C(C)C)C(C)C)C ((±)-[(S)-3-Methoxymethyl-2-methyl-2-(3,5-diisopropyl-phenyl)-cyclopropyl]-methanol). The solvent is CCCCCC (hexane). The product is CC12C(OC(CC1)(C2(C)C)C(=O)OC[C@@H]2[C@@]([C@H]2COC)(C2=CC(=CC(=C2)C(C)C)C(C)C)C)=O ((1S, 2R, 3S)-3-Methoxymethyl-2-methyl-2-(3,5-diisopropyl-phenyl)-cyclopropylmethyl 4,7,7-trimethyl-3-oxo-2-oxa-bicyclo[2.2.1]heptane-1-carboxylate), CC12C(OC(CC1)(C2(C)C)C(=O)OC[C@H]2[C@]([C@@H]2COC)(C2=CC(=CC(=C2)C(C)C)C(C)C)C)=O ((1R, 2S, 3R)-3-Methoxymethyl-2-methyl-2-(3,5-diisopropyl-phenyl)-cyclopropylmethyl 4,7,7-trimethyl-3-oxo-2-oxa-bicyclo[2.2.1]heptane-1-carboxylate). Yield: 41.0%. As a reaction SMILES: [CH3:1][C:2]12[C:8]([CH3:10])([CH3:9])[C:5]([C:11]([O:13][CH2:14][C@H:15]3[C@@H:17]([CH2:18][O:19][CH3:20])[C@@:16]3([CH3:33])[C:21]3[CH:26]=[C:25]([CH:27]([CH3:29])[CH3:28])[CH:24]=[C:23]([CH:30]([CH3:32])[CH3:31])[CH:22]=3)=[O:12])([CH2:6][CH2:7]1)[O:4][C:3]2=[O:34].COCC1[C@H](CO)C1(C)C1C=C(C(C)C)C=C(C(C)C)C=1.CCOC(C)=O>CCCCCC>[CH3:1][C:2]12[C:8]([CH3:9])([CH3:10])[C:5]([C:11]([O:13][CH2:14][C@H:15]3[C@H:17]([CH2:18][O:19][CH3:20])[C@@:16]3([CH3:33])[C:21]3[CH:26]=[C:25]([CH:27]([CH3:28])[CH3:29])[CH:24]=[C:23]([CH:30]([CH3:32])[CH3:31])[CH:22]=3)=[O:12])([CH2:6][CH2:7]1)[O:4][C:3]2=[O:34].[CH3:1][C:2]12[C:8]([CH3:9])([CH3:10])[C:5]([C:11]([O:13][CH2:14][C@@H:15]3[C@@H:17]([CH2:18][O:19][CH3:20])[C@:16]3([CH3:33])[C:21]3[CH:26]=[C:25]([CH:27]([CH3:28])[CH3:29])[CH:24]=[C:23]([CH:30]([CH3:32])[CH3:31])[CH:22]=3)=[O:12])([CH2:6][CH2:7]1)[O:4][C:3]2=[O:34]. Procedure details: Following a procedure similar to that for the preparation of Intermediates 41 and 42 but using Intermediate 40a as the starting material and using 10% EtOAc in hexane as normal phase HPLC eluent afforded Intermediate 43a (25 mg, 45% yield) and Intermediate 44a (23 mg, 41% yield) as colorless oils: